Dataset: the Open Reaction Database (ORD), a public repository of structured organic reaction records. Task: describe an organic reaction: reactants, conditions, products, and yield Reactants: BrCCc1ccccc1, O=C([O-])[O-], CNCC1(c2ccc(OCCCN3CCCC3)cc2)CCOCC1, ClCCl, [K+], [K+], O. Yields the product CN(CCc1ccccc1)CC1(c2ccc(OCCCN3CCCC3)cc2)CCOCC1. Reaction SMILES: [Br:25][CH2:26][CH2:27][c:28]1[cH:29][cH:30][cH:31][cH:32][cH:33]1.[C:34](=[O:35])([O-:36])[O-:37].[CH3:1][NH:2][CH2:3][C:4]1([c:10]2[cH:11][cH:12][c:13]([O:16][CH2:17][CH2:18][CH2:19][N:20]3[CH2:21][CH2:22][CH2:23][CH2:24]3)[cH:14][cH:15]2)[CH2:5][CH2:6][O:7][CH2:8][CH2:9]1.[Cl:40][CH2:41][Cl:42].[K+:38].[K+:39].[OH2:43]>>[CH3:1][N:2]([CH2:3][C:4]1([c:10]2[cH:11][cH:12][c:13]([O:16][CH2:17][CH2:18][CH2:19][N:20]3[CH2:21][CH2:22][CH2:23][CH2:24]3)[cH:14][cH:15]2)[CH2:5][CH2:6][O:7][CH2:8][CH2:9]1)[CH2:26][CH2:27][c:28]1[cH:29][cH:30][cH:31][cH:32][cH:33]1. The reactants are NS(=O)(=O)N (aminosulfonamide), C(=O)([O-])[O-].[K+].[K+] (K2CO3), ClCCCS(=O)(=O)N1CCC(CC1)C1=CNC2=C(C=C(C=C12)C=1SC=CC1)C(=O)N (3-{1-[(3-chloropropyl)sulfonyl]-4-piperidinyl}-5-(2-thienyl)-1H-indole-7-carboxamide), N1CCOCC1 (morpholine). The product is N1(CCOCC1)CCCS(=O)(=O)N1CCC(CC1)C1=CNC2=C(C=C(C=C12)C=1SC=CC1)C(=O)N (3-(1-{[3-(4-morpholinyl)propyl]sulfonyl}-4-piperidinyl)-5-(2-thienyl)-1H-indole-7-carboxamide). Isolated yield 55.5%. RXN SMILES: NS(N)(=O)=O.Cl[CH2:7][CH2:8][CH2:9][S:10]([N:13]1[CH2:18][CH2:17][CH:16]([C:19]2[C:27]3[C:22](=[C:23]([C:33]([NH2:35])=[O:34])[CH:24]=[C:25]([C:28]4[S:29][CH:30]=[CH:31][CH:32]=4)[CH:26]=3)[NH:21][CH:20]=2)[CH2:15][CH2:14]1)(=[O:12])=[O:11].[NH:36]1[CH2:41][CH2:40][O:39][CH2:38][CH2:37]1.C([O-])([O-])=O.[K+].[K+]>>[N:36]1([CH2:7][CH2:8][CH2:9][S:10]([N:13]2[CH2:18][CH2:17][CH:16]([C:19]3[C:27]4[C:22](=[C:23]([C:33]([NH2:35])=[O:34])[CH:24]=[C:25]([C:28]5[S:29][CH:30]=[CH:31][CH:32]=5)[CH:26]=4)[NH:21][CH:20]=3)[CH2:15][CH2:14]2)(=[O:12])=[O:11])[CH2:41][CH2:40][O:39][CH2:38][CH2:37]1 |f:3.4.5|. Reported procedure: Following the general procedure for aminosulfonamide formation outlined in example 2, 3-{1-[(3-chloropropyl)sulfonyl]-4-piperidinyl}-5-(2-thienyl)-1H-indole-7-carboxamide (40 mg, 0.13 mmol) and morpholine (0.069 mL, 0.65 mmol) were allowed to react in the presence of K2CO3 (74 mg, 0.65 mmol). The resulting residue was purified by reverse phase HPLC eluting with 10% B to 80% B, where A=H2O (0.1% trifluoroacetic acid) and B=CH3CN (0.1% trifluoroacetic acid) to give the title compound (37.3 mg, 57%... The product is O1CCN(CC1)CCCNS(=O)(=O)C1=C(C(=O)OC)C(=CC=C1)[N+](=O)[O-] (Methyl 2-[N-(3-Morpholinopropyl)aminosulfonyl]-6-nitrobenzoate). Procedure details: A solution of 4-(3-aminopropyl)morpholine (1.04 g, 7.2 mmol) in THF (25 ml) was added slowly to a cooled solution of methyl 2-chlorosulfonyl-6-nitrobenzoate (1.0 g, 3.6 mmol) in THF (75 ml). After stirring at 20°-25° C. for 20 hours, THF was removed under reduced pressure and the residue partitioned between EtOAc and a saturated aqueous solution of NaCl. The EtOAc extract was dried (Na2SO4), filtered and concentrated. Flash chromatography of the residue and elution with 2% MeOH-98% CHCl3 gave 1.... Reaction SMILES: [NH2:1][CH2:2][CH2:3][CH2:4][N:5]1[CH2:10][CH2:9][O:8][CH2:7][CH2:6]1.Cl[S:12]([C:15]1[CH:24]=[CH:23][CH:22]=[C:21]([N+:25]([O-:27])=[O:26])[C:16]=1[C:17]([O:19][CH3:20])=[O:18])(=[O:14])=[O:13]>C1COCC1>[O:8]1[CH2:9][CH2:10][N:5]([CH2:4][CH2:3][CH2:2][NH:1][S:12]([C:15]2[CH:24]=[CH:23][CH:22]=[C:21]([N+:25]([O-:27])=[O:26])[C:16]=2[C:17]([O:19][CH3:20])=[O:18])(=[O:13])=[O:14])[CH2:6][CH2:7]1. The reactants are NCCCN1CCOCC1 (4-(3-aminopropyl)morpholine), ClS(=O)(=O)C1=C(C(=O)OC)C(=CC=C1)[N+](=O)[O-] (methyl 2-chlorosulfonyl-6-nitrobenzoate). Yield: 100.4%. Conditions: time 20 hour. The solvent is C1CCOC1 (THF), C1CCOC1 (THF). The reactants are CC1CN(c2ccc(F)cc2C(F)(F)F)CCN1S(=O)(=O)c1ccc(C#N)cc1Cl, O=C(O)C(F)(F)F, O=S(=O)(O)O. Yields the product CC1CN(c2ccc(F)cc2C(F)(F)F)CCN1S(=O)(=O)c1ccc(C(N)=O)cc1Cl. Reaction SMILES: [Cl:1][c:2]1[cH:3][c:4]([C:5]#[N:6])[cH:7][cH:8][c:9]1[S:10](=[O:11])(=[O:12])[N:13]1[CH:14]([CH3:30])[CH2:15][N:16]([c:19]2[c:20]([C:26]([F:27])([F:28])[F:29])[cH:21][c:22]([F:25])[cH:23][cH:24]2)[CH2:17][CH2:18]1.[F:36][C:37]([F:38])([F:39])[C:40]([OH:41])=[O:42].[S:31]([OH:32])(=[O:33])(=[O:34])[OH:35]>>[Cl:1][c:2]1[cH:3][c:4]([C:5]([NH2:6])=[O:32])[cH:7][cH:8][c:9]1[S:10](=[O:11])(=[O:12])[N:13]1[CH:14]([CH3:30])[CH2:15][N:16]([c:19]2[c:20]([C:26]([F:27])([F:28])[F:29])[cH:21][c:22]([F:25])[cH:23][cH:24]2)[CH2:17][CH2:18]1. Starting materials: BrC1=CC=CC(Br)=C1. Reagents/catalysts: O1B(OC(C)(C)C1(C)C)B2OC(C)(C)C(O2)(C)C, N=1C=CC=CC1N2B(NC=3C=CC=CC32)B4NC=5C=CC=CC5N4C6=NC=CC=C6, C[OH2+].C[OH2+].C1CC=CCCC=C1.C1CC=CCCC=C1.[Ir].[Ir]. The solvent is O(C)C1CCCC1. Conditions: temperature 100 celsius, time 16 hour. Product: BrC=1C=C(Br)C=C(C1)B2OC(C)(C)C(O2)(C)C. Isolated yield 98.0%. Procedure details: The general procedure A was followed using 1,3-dibromobenzene (59.0 uL, 0.5 mmol) and B2pin2 (126.9 mg, 0.5 mmol, 1.0 eq.) as starting material. The resulting mixture was allowed to stir 16 hours at 100 oC. 5i was obtained as white solid (178.2 mg, 98%) after purification by silica gel flash chromatography (EtOAc/PE=1:50 v/v). m.p.: 60-62 oC. The reactants are ClC(=C(Cl)Cl)SCl (trichloroethenesulphenyl chloride), [Na] (sodium), C(#N)C=1C(NC(N(C1)C1=C(C=CC=C1C)C)=O)=O (5-cyano-1-(2,6-dimethylphenyl)uracil), C(#N)C=1C(NC(N(C1)C1=C(C=CC=C1)C)=O)=O (5-cyano-1-(2-methylphenyl)uracil), 5-cyanol (2-ethylphenyl)uracil, C(#N)C=1C(NC(N(C1)C1=C(C=CC=C1CC)CC)=O)=O (5-cyano-1-(2,6-diethylphenyl)uracil). Yields the product C(#N)C=1C(N(C(N(C1)C1=C(C=CC=C1C)C)=O)SC(=C(Cl)Cl)Cl)=O (5-cyano-1-(2,6-dimethylphenyl)-3-trichloroethenesulphenyluracil), C(#N)C=1C(N(C(N(C1)C1=C(C=CC=C1)C)=O)SC(=C(Cl)Cl)Cl)=O (5-cyano-1-(2-methylphenyl)-3-trichloroethenesulphenyluracil), C(#N)C=1C(N(C(N(C1)C1=C(C=CC=C1)CC)=O)SC(=C(Cl)Cl)Cl)=O (5-cyano-1-(2-ethylphenyl)-3-trichloroethenesulphenyluracil), C(#N)C=1C(N(C(N(C1)C1=C(C=CC=C1CC)CC)=O)SC(=C(Cl)Cl)Cl)=O (5-cyano-1-(2,6-diethylphenyl)-3-trichloroethenesulphenyluracil). As a reaction SMILES: [Cl:1][C:2]([S:6]Cl)=[C:3]([Cl:5])[Cl:4].[Na].[C:9]([C:11]1[C:12](=[O:26])[NH:13][C:14](=[O:25])[N:15]([C:17]2[C:22]([CH3:23])=[CH:21][CH:20]=[CH:19][C:18]=2[CH3:24])[CH:16]=1)#[N:10].[C:27]([C:29]1[C:30](=[O:43])[NH:31][C:32](=[O:42])[N:33]([C:35]2[CH:40]=[CH:39][CH:38]=[CH:37][C:36]=2[CH3:41])[CH:34]=1)#[N:28].[C:44]([C:46]1[C:47](=[O:63])[NH:48][C:49](=[O:62])[N:50]([C:52]2[C:57]([CH2:58][CH3:59])=[CH:56][CH:55]=[CH:54][C:53]=2[CH2:60][CH3:61])[CH:51]=1)#[N:45]>>[C:9]([C:11]1[C:12](=[O:26])[N:13]([S:6][C:2]([Cl:1])=[C:3]([Cl:5])[Cl:4])[C:14](=[O:25])[N:15]([C:17]2[C:22]([CH3:23])=[CH:21][CH:20]=[CH:19][C:18]=2[CH3:24])[CH:16]=1)#[N:10].[C:27]([C:29]1[C:30](=[O:43])[N:31]([S:6][C:2]([Cl:1])=[C:3]([Cl:5])[Cl:4])[C:32](=[O:42])[N:33]([C:35]2[CH:40]=[CH:39][CH:38]=[CH:37][C:36]=2[CH3:41])[CH:34]=1)#[N:28].[C:44]([C:46]1[C:47](=[O:63])[N:48]([S:6][C:2]([Cl:1])=[C:3]([Cl:5])[Cl:4])[C:49](=[O:62])[N:50]([C:52]2[CH:57]=[CH:56][CH:55]=[CH:54][C:53]=2[CH2:60][CH3:61])[CH:51]=1)#[N:45].[C:44]([C:46]1[C:47](=[O:63])[N:48]([S:6][C:2]([Cl:1])=[C:3]([Cl:5])[Cl:4])[C:49](=[O:62])[N:50]([C:52]2[C:57]([CH2:58][CH3:59])=[CH:56][CH:55]=[CH:54][C:53]=2[CH2:60][CH3:61])[CH:51]=1)#[N:45] |^1:7|. Procedure details: Following the procedure of Example 5, trichloroethenesulphenyl chloride is reacted with sodium salt of each of 5-cyano-1-(2,6-dimethylphenyl)uracil, 5-cyano-1-(2-methylphenyl)uracil, 5-cyanol-(2-ethylphenyl)uracil and 5-cyano-1-(2,6-diethylphenyl)uracil to yield 5-cyano-1-(2,6-dimethylphenyl)-3-trichloroethenesulphenyluracil, 5-cyano-1-(2-methylphenyl)-3-trichloroethenesulphenyluracil, 5-cyano-1-(2-ethylphenyl)-3-trichloroethenesulphenyluracil and 5-cyano-1-(2,6-diethylphenyl)-3-trichloroethenes... The product is [Cl-], O=C(O)c1ccccc1-c1ccc(C(F)(F)F)cc1. Starting materials: ClCCl, CN(C)C=O, O=C(Cl)C(=O)Cl, O=C(O)c1ccccc1-c1ccc(C(F)(F)F)cc1. As a reaction SMILES: [CH2:31]([Cl:32])[Cl:33].[CH3:20][N:21]([CH3:22])[CH:23]=[O:24].[Cl:25][C:26]([C:27]([Cl:28])=[O:29])=[O:30].[F:1][C:2]([c:3]1[cH:4][cH:5][c:6](-[c:9]2[c:10]([C:15](=[O:16])[OH:17])[cH:11][cH:12][cH:13][cH:14]2)[cH:7][cH:8]1)([F:18])[F:19]>>[Cl-:25].[F:1][C:2]([c:3]1[cH:4][cH:5][c:6](-[c:9]2[c:10]([C:15](=[O:16])[OH:17])[cH:11][cH:12][cH:13][cH:14]2)[cH:7][cH:8]1)([F:18])[F:19]. Reactants: ClCCl, CCCC1(CC=C(C)Cl)Cc2cc(CC(=O)O)c(Cl)c(Cl)c2C1=O, O=S(=O)(O)O. Yields the product CCCC1(CCC(C)=O)Cc2cc(CC(=O)O)c(Cl)c(Cl)c2C1=O. Reaction SMILES: [CH2:30]([Cl:31])[Cl:32].[Cl:1][c:2]1[c:3]([CH2:21][C:22](=[O:23])[OH:24])[cH:4][c:5]2[c:9]([c:10]1[Cl:11])[C:8](=[O:12])[C:7]([CH2:13][CH2:14][CH3:15])([CH2:16][CH:17]=[C:18]([CH3:19])[Cl:20])[CH2:6]2.[S:25]([OH:26])(=[O:27])(=[O:28])[OH:29]>>[Cl:1][c:2]1[c:3]([CH2:21][C:22](=[O:23])[OH:24])[cH:4][c:5]2[c:9]([c:10]1[Cl:11])[C:8](=[O:12])[C:7]([CH2:13][CH2:14][CH3:15])([CH2:16][CH2:17][C:18]([CH3:19])=[O:26])[CH2:6]2. Starting materials: C1(CC=2C(C(=O)O1)=CC=CC2)=O (homophthalic anhydride), FC1=C(CN)C=CC=C1 (2-fluorobenzylamine), CO (MeOH). Solvent: C1(=CC=CC=C1)C (toluene), C(Cl)Cl (CH2Cl2). Yields the product FC1=C(CN2C(C3=CC=CC=C3CC2=O)=O)C=CC=C1 (2-(2-fluorobenzyl)-4H-isoquinoline-1,3-dione). Yield: 68.2%. Reaction SMILES: [C:1]1(=[O:12])[O:7][C:5](=O)[C:4]2=[CH:8][CH:9]=[CH:10][CH:11]=[C:3]2[CH2:2]1.[F:13][C:14]1[CH:21]=[CH:20][CH:19]=[CH:18][C:15]=1[CH2:16][NH2:17].CO>C1(C)C=CC=CC=1.C(Cl)Cl>[F:13][C:14]1[CH:21]=[CH:20][CH:19]=[CH:18][C:15]=1[CH2:16][N:17]1[C:1](=[O:12])[CH2:2][C:3]2[C:4](=[CH:8][CH:9]=[CH:10][CH:11]=2)[C:5]1=[O:7]. Procedure details: A mixture of 800 mg (4.9 mmol) homophthalic anhydride, 680 mg (5.4 mmol) 2-fluorobenzylamine and 500 mg 4 Å molecular sieves in 1.5 mL toluene was stirred and heated at reflux overnight. A solution of 30% MeOH in CH2Cl2 was added, the resulting hot mixture filtered and the tiltrate concentrated to give 900 mg 2-(2-fluorobenzyl)-4H-isoquinoline-1,3-dione, mp 140°-144° C. A 500 mg (1.86 mmol) portion of this product was combined with 570 mg (3.71 mmol) DBU in 5 mL CH2Cl2 under argon, and cooled to... Starting materials: C(Cl)Cl (DCM), COC=1C(C(=CCC1)OC)(CC=C(C)C)C[C@H]1[C@](O1)(C)CCCC(C)(C)OC ((2S,3S)-3-((2,6-Dimethoxy-1-(3-methylbut-2-en-1-yl)cyclohexa-2,5-dien-1-yl)methyl)-2-(4-methoxy-4-methylpentyl)-2-methyloxirane), N1=C(C=CC=C1C)C (2,6-lutidine), FC(S(=O)(=O)O[Si](C)(C)C)(F)F (trimethylsilyl trifluoromethanesulfonate). The solvent is CCOC(=O)C (EtOAc), CCCCCC (hexane). Conditions: temperature -78 celsius, time 45 minute. The product is SiO2, COC=1[C@@]2([C@@]3([C@@H]([C@](C(O3)C2)(C)CCCC(C)(C)OC)CC1)OC)CC=C(C)C ((3S,3aR,7R,7aS)-6,7a-Dimethoxy-3-(4-methoxy-4-methylpentyl)-3-methyl-7-(3-methylbut-2-en-1-yl)-2,3,3a,4,7,7a-hexahydro-2,7-methanobenzofuran). Isolated yield 76.2%. As a reaction SMILES: C(Cl)Cl.[CH3:4][O:5][C:6]1[C:7]([CH2:19][C@@H:20]2[O:22][C@:21]2([CH2:24][CH2:25][CH2:26][C:27]([O:30][CH3:31])([CH3:29])[CH3:28])[CH3:23])([CH2:14][CH:15]=[C:16]([CH3:18])[CH3:17])[C:8]([O:12][CH3:13])=[CH:9][CH2:10][CH:11]=1.N1C(C)=CC=CC=1C.FC(F)(F)S(O[Si](C)(C)C)(=O)=O>CCOC(C)=O.CCCCCC>[CH3:13][O:12][C:8]1[C@@:7]2([CH2:14][CH:15]=[C:16]([CH3:18])[CH3:17])[CH2:19][CH:20]3[O:22][C@@:6]2([O:5][CH3:4])[C@H:11]([CH2:10][CH:9]=1)[C@@:21]3([CH2:24][CH2:25][CH2:26][C:27]([O:30][CH3:31])([CH3:29])[CH3:28])[CH3:23]. Procedure: A DCM (63 mL) solution of 30 (4.91 g, 12.5 mmol, 1 equiv.) and 2,6-lutidine (3.0 mL, 37.5 mmol, 3 equiv.) was cooled to −78° C. in a 200-mL round-bottom flask, and trimethylsilyl trifluoromethanesulfonate (4.5 mL, 25.0 mmol, 2 equiv.) was added slowly. The resulting bright yellow solution was stirred at −78° C. for 45 min and subsequently quenched at −78° C. with saturated aqueous NaHCO3. After warming the mixture to room temperature, it was extracted thrice with DCM. The organic extracts were c...